Dataset: the Open Reaction Database (ORD), a public repository of structured organic reaction records. Task: describe an organic reaction: reactants, conditions, products, and yield Starting materials: CC(=O)O[BH-](OC(C)=O)OC(C)=O, CN(C)C1(c2ccccc2)CCC(=O)CC1, CC(=O)O, NC1CCCCCCC1, ClCCCl, [Na+], C1CCOC1. The product is CN(C)C1(c2ccccc2)CCC(NC2CCCCCCC2)CC1. As a reaction SMILES: [C:30]([O:31][BH-:32]([O:33][C:34](=[O:35])[CH3:36])[O:37][C:38](=[O:39])[CH3:40])(=[O:41])[CH3:42].[CH3:10][N:11]([C:12]1([c:19]2[cH:20][cH:21][cH:22][cH:23][cH:24]2)[CH2:13][CH2:14][C:15](=[O:18])[CH2:16][CH2:17]1)[CH3:25].[CH3:49][C:50](=[O:51])[OH:52].[CH:1]1([NH2:9])[CH2:2][CH2:3][CH2:4][CH2:5][CH2:6][CH2:7][CH2:8]1.[Cl:26][CH2:27][CH2:28][Cl:29].[Na+:43].[O:44]1[CH2:45][CH2:46][CH2:47][CH2:48]1>>[CH:1]1([NH:9][CH:15]2[CH2:14][CH2:13][C:12]([N:11]([CH3:10])[CH3:25])([c:19]3[cH:20][cH:21][cH:22][cH:23][cH:24]3)[CH2:17][CH2:16]2)[CH2:2][CH2:3][CH2:4][CH2:5][CH2:6][CH2:7][CH2:8]1. Reactants: P(=O)(Cl)(Cl)Cl (phosphorus oxychloride), [C@@H]1([C@H](O)[C@H](O)[C@H](O1)CO)N1C(NC=2C(=C1)C=CC(N2)=O)=O (3-β-D-ribofuranosyl-2,7-dioxopyrido[2,3-d]pyrimidine), C(C)OP(=O)(OCC)OCC (triethylphosphate), ice. The product is [C@@H]1([C@H](O)[C@H](O)[C@H](O1)CO)N1C(N=C2C(=C1)C=CC(N2C)=O)=O (3-β-D-ribofuranosyl-2,7-dioxo-8-methylpyrido [2,3-d]pyrimidine). Reaction SMILES: [C@@H:1]1([N:10]2[CH:15]=[C:14]3[CH:16]=[CH:17][C:18](=[O:20])[N:19]=[C:13]3[NH:12][C:11]2=[O:21])[O:7][C@H:6]([CH2:8][OH:9])[C@@H:4]([OH:5])[C@H:2]1[OH:3].P(Cl)(Cl)(Cl)=O.[CH2:27](OP(OCC)(OCC)=O)C>>[C@@H:1]1([N:10]2[CH:15]=[C:14]3[CH:16]=[CH:17][C:18](=[O:20])[N:19]([CH3:27])[C:13]3=[N:12][C:11]2=[O:21])[O:7][C@H:6]([CH2:8][OH:9])[C@@H:4]([OH:5])[C@H:2]1[OH:3]. Procedure: A solution of 560 mg of 3-β-D deoxyribofuranosyl-2,7-dioxopyrido[2,3-d]pyrimidine (a) in 5 ml of triethylphosphate was cooled to 0° C. and 613 mg of phosphorus oxychloride was added thereto. After the mixture was made to undergo a reaction for 6 hours, 1 g of ice was added to effect a hydrolysis. The reaction mixture was concentrated at reduced pressure and the resulting residue was dissolved in 1 ml of distilled water. The purification of the product was carried out by column chromatography on ... Reactants: CNCCC1=CNC2=CC=CC=C12 (N-methyl-tryptamine), COC(=O)CCCC(=O)Cl (4-methoxycarbonylbutyryl chloride). Product: CN(CCC1=CNC2=CC=CC=C12)C(CCCC(=O)OC)=O (N-methyl-N-(4-methoxycarbonylbutyryl)-tryptamine). Yield: 92.9%. RXN SMILES: [CH3:1][NH:2][CH2:3][CH2:4][C:5]1[C:13]2[C:8](=[CH:9][CH:10]=[CH:11][CH:12]=2)[NH:7][CH:6]=1.[CH3:14][O:15][C:16]([CH2:18][CH2:19][CH2:20][C:21](Cl)=[O:22])=[O:17]>>[CH3:1][N:2]([C:21](=[O:22])[CH2:20][CH2:19][CH2:18][C:16]([O:15][CH3:14])=[O:17])[CH2:3][CH2:4][C:5]1[C:13]2[C:8](=[CH:9][CH:10]=[CH:11][CH:12]=2)[NH:7][CH:6]=1. Procedure: 10.3 g of N-methyl-tryptamine (i.e., 3-(2-methylaminoethyl)-indole) and 11.7 g of 4-methoxycarbonylbutyryl chloride were treated in the same manner as described in Example 1. 16.6 g of N-methyl-N-(4-methoxycarbonylbutyryl)-tryptamine (i.e., 3-[2-(N-methyl-4-methoxycarbonylbutanamido)ethyl]indole) were therby obtained. Yield: 92.8% Reactants: ClC=1C=C(C(=O)NC=2C(=NC=C(C2)Cl)N2CCNCC2)C=CC1 (3-chloro-N-(5-chloro-2-piperazin-1-yl-pyridin-3-yl)-benzamide), ClCC(=O)O (chloroacetic acid). Run in CN(C=O)C (N,N-dimethylformamide), O (water). Conditions: time 8 hour. The product is ClC=1C=C(C(=NC1)N1CCN(CC1)CC(=O)O)NC(C1=CC(=CC=C1)Cl)=O ({4-[5-chloro-3-(3-chloro-benzoylamino)-pyridin-2-yl]-piperazin-1-yl}-acetic acid). Isolated yield 7.7%. Reaction SMILES: [Cl:1][C:2]1[CH:3]=[C:4]([CH:21]=[CH:22][CH:23]=1)[C:5]([NH:7][C:8]1[C:9]([N:15]2[CH2:20][CH2:19][NH:18][CH2:17][CH2:16]2)=[N:10][CH:11]=[C:12]([Cl:14])[CH:13]=1)=[O:6].Cl[CH2:25][C:26]([OH:28])=[O:27]>CN(C)C=O.O>[Cl:14][C:12]1[CH:13]=[C:8]([NH:7][C:5](=[O:6])[C:4]2[CH:21]=[CH:22][CH:23]=[C:2]([Cl:1])[CH:3]=2)[C:9]([N:15]2[CH2:20][CH2:19][N:18]([CH2:25][C:26]([OH:28])=[O:27])[CH2:17][CH2:16]2)=[N:10][CH:11]=1. Reported procedure: A mixture of 0.100 g (0.285 mmol) of 3-chloro-N-(5-chloro-2-piperazin-1-yl-pyridin-3-yl)-benzamide and 0.040 g (0.43 mmol) of chloroacetic acid in N,N-dimethylformamide is stirred overnight at room temperature then heated to 100° C. for 24 hours. The mixture is cooled to room temperature, diluted with water, and extracted with ethyl acetate. The aqueous phase is concentrated under reduced pressure and the residue is purified by preparative reverse phase HPLC to provide 0.009 g (11%) of {4-[5-chl...